Dataset: the Open Reaction Database (ORD), a public repository of structured organic reaction records. Task: describe an organic reaction: reactants, conditions, products, and yield The reactants are ClC(Cl)Cl, Cc1ccccc1N, Nc1cccc(Cl)c1C(=O)O, O=S(Cl)Cl, c1ccccc1. Yields the product Cc1ccccc1NC(=O)c1c(N)cccc1Cl. Reaction SMILES: [Cl:24][CH:25]([Cl:26])[Cl:27].[NH2:16][c:17]1[c:18]([CH3:23])[cH:19][cH:20][cH:21][cH:22]1.[NH2:1][c:2]1[c:3]([C:4](=[O:5])[OH:6])[c:7]([Cl:11])[cH:8][cH:9][cH:10]1.[S:12]([Cl:13])([Cl:14])=[O:15].[cH:28]1[cH:29][cH:30][cH:31][cH:32][cH:33]1>>[NH2:1][c:2]1[c:3]([C:4](=[O:6])[NH:16][c:17]2[c:18]([CH3:23])[cH:19][cH:20][cH:21][cH:22]2)[c:7]([Cl:11])[cH:8][cH:9][cH:10]1. The reactants are [Li]CCCC (n-BuLi), CC=1C(=CC2=CC=CC=C2C1)CC#N ((3-methyl-2-naphthalenyl)acetonitrile), CI (MeI). The solvent is C1CCOC1 (THF). Reaction conditions: temperature -78 celsius, time 20 minute. The product is CC=1C(=CC2=CC=CC=C2C1)C(C#N)C (2-(3-Methyl-2-naphthalenyl)propionitrile). Yield: 99.9%. RXN SMILES: [CH3:1][C:2]1[C:3]([CH2:12][C:13]#[N:14])=[CH:4][C:5]2[C:10]([CH:11]=1)=[CH:9][CH:8]=[CH:7][CH:6]=2.[Li][CH2:16]CCC.CI>C1COCC1>[CH3:1][C:2]1[C:3]([CH:12]([CH3:16])[C:13]#[N:14])=[CH:4][C:5]2[C:10]([CH:11]=1)=[CH:9][CH:8]=[CH:7][CH:6]=2. Procedure details: To a stirred solution of (3-methyl-2-naphthalenyl)acetonitrile (2.17 g, 12 mmol) in dry THF (125 mL) cooled to -78° C. was added n-BuLi (8.44 mL, 13.5 mmol; 1.6M solution in hexanes)dropwise over 10 minutes. The resulting orange solution was stirred for 20 minutes at -78° C. and MeI (1.92 g, 13.5 mmol) was added in one portion. The reaction mixture was stirred at -78° C. for 1.25 hours and quenched with saturated NH4Cl (20 mL). After warming to room temperature, the volatiles were removed in vac... Starting materials: O=C1OC=CC=C1C(=O)OC (Methyl 2-oxo-2H-pyran-3-carboxylate), CC(C)C1=C(N)C=CC=C1 (2-(1-methylethyl)aniline), Cl.C(C)N=C=NCCCN(C)C (1-ethyl-3-(3-dimethylaminopropyl)carbodiimide hydrochloride). Reagents/catalysts: CN(C)C1=CC=NC=C1 (4-(N,N-dimethylamino)pyridine). The solvent is O1CCCC1 (tetrahydrofuran), CN(C=O)C (N,N-dimethylformamide), C(C)(=O)OCC (ethyl acetate). Run at time 8 hour. Yields the product CC(C)C1=C(C=CC=C1)N1C(C(=CC=C1)C(=O)OC)=O (methyl 1-[2-(1-methylethyl)phenyl]-2-oxo-1,2-dihydropyridine-3-carboxylate). The yield is 15.5%. Reaction SMILES: O=[C:2]1[C:7]([C:8]([O:10][CH3:11])=[O:9])=[CH:6][CH:5]=[CH:4][O:3]1.[CH3:12][CH:13]([C:15]1[CH:21]=[CH:20][CH:19]=[CH:18][C:16]=1[NH2:17])[CH3:14].Cl.C(N=C=NCCCN(C)C)C>O1CCCC1.CN(C)C=O.CN(C1C=CN=CC=1)C.C(OCC)(=O)C>[CH3:12][CH:13]([C:15]1[CH:21]=[CH:20][CH:19]=[CH:18][C:16]=1[N:17]1[CH:4]=[CH:5][CH:6]=[C:7]([C:8]([O:10][CH3:11])=[O:9])[C:2]1=[O:3])[CH3:14] |f:2.3|. Reported procedure: Methyl 2-oxo-2H-pyran-3-carboxylate (3.0 g, 19 mmol) was dissolved in a mixed solvent of tetrahydrofuran (40 mL) and N,N-dimethylformamide (10 mL), and 2-(1-methylethyl)aniline (2.7 mL, 19 mmol) was added. After stirring overnight at room temperature, 1-ethyl-3-(3-dimethylaminopropyl)carbodiimide hydrochloride (4.5 g, 23 mmol) and 4-(N,N-dimethylamino)pyridine (120 mg, 1.0 mmol) were added, and the mixture was further stirred overnight at room temperature. The reaction system was diluted with et...